Dataset: the Open Reaction Database (ORD), a public repository of structured organic reaction records. Task: describe an organic reaction: reactants, conditions, products, and yield The reactants are [N+](=[N-])=CC(=O)OCC (Ethyl diazoacetate), C(C)(C)(C)C1=CC=C(S1)C=C ((5-t-butylthiophen-2-yl)-ethylene). The reagents and catalysts are S(=O)(=O)([O-])[O-].[Cu+2] (copper (II) sulphate). Run in ClCCl (dichloromethane), ClCCl (dichloromethane). Yields the product C(C)(C)(C)C1=CC=C(S1)C1C(C1)C(=O)OCC (ethyl 2-(5-t-butylthiophen-2-yl)-cyclopropanecarboxylate). Isolated yield 60.3%. RXN SMILES: [N+](=[CH:3][C:4]([O:6][CH2:7][CH3:8])=[O:5])=[N-].[C:9]([C:13]1[S:17][C:16]([CH:18]=[CH2:19])=[CH:15][CH:14]=1)([CH3:12])([CH3:11])[CH3:10]>ClCCl.S([O-])([O-])(=O)=O.[Cu+2]>[C:9]([C:13]1[S:17][C:16]([CH:18]2[CH2:19][CH:3]2[C:4]([O:6][CH2:7][CH3:8])=[O:5])=[CH:15][CH:14]=1)([CH3:12])([CH3:11])[CH3:10] |f:3.4|. Procedure: Sodium hydride (6.05 g-50% suspension in oil, 0.126 mol) was washed with petroleum ether, suspended in dry DMSO (90 ml) and heated with stirring at 60°-70° C. for 2 hours. The reaction mixture was then cooled to 15° C. and methyltriphenylphosphonium bromide (44.5 g, 0.125 mmol) was added portionwise with rapid stirring over a 1/2 hour period. The reaction mixture was stirred at room temperature for a further 1 hour after the addition and 5-t-butyl-2-thiophenecarboxaldehyde (21.01 g, 0.125 mol) w... Procedure: Using the method of Example 15, supra, allyl glycidyl ether (119 μL, 1.0 mmol) and 1,1-dimethyl-2-(4-methoxyphenyl)ethylamine (197 mg, 1.1 mmol) were used to prepare 79 mg of the title compound as a clear, colorless oil: GC/EI-MS, m/z (rel. int.) 294 (M+1, 0.1), 278 (0.9), 222 (1.5), 172 (100), 163 (11), 121 (20); 1H-NMR (CDCl3) δ 7.04 (2H, d, J=8.6), 6.79 (2H, d, J=8.6), 5.85 (1H, ddd, J=22.2, 10.5 and 5.7), 5.23 (1H, dd, J=17.3 and 1.5), 5.14 (1H, dd, J=10.3 and 1.5), 3.96 (2H, d, J=5.7), 3.74... Starting materials: C(C1CO1)OCC=C (allyl glycidyl ether), CC(CC1=CC=C(C=C1)OC)(C)N (1,1-dimethyl-2-(4-methoxyphenyl)ethylamine). Reaction SMILES: [CH2:1]([O:5][CH2:6][CH:7]=[CH2:8])[CH:2]1[O:4][CH2:3]1.[CH3:9][C:10]([NH2:21])([CH3:20])[CH2:11][C:12]1[CH:17]=[CH:16][C:15]([O:18][CH3:19])=[CH:14][CH:13]=1>>[OH:4][CH:2]([CH2:1][O:5][CH2:6][CH:7]=[CH2:8])[CH2:3][NH:21][C:10]([CH3:20])([CH3:9])[CH2:11][C:12]1[CH:17]=[CH:16][C:15]([O:18][CH3:19])=[CH:14][CH:13]=1. Yield: 26.9%. Yields the product OC(CNC(CC1=CC=C(C=C1)OC)(C)C)COCC=C (N-(2-Hydroxy-3-allyloxypropyl)-1,1-dimethyl-2-(4-methoxyphenyl)ethylamine). Starting materials: [C-]#N, CC(=O)c1ccc2c(c1)Cc1cc(Br)ccc1-2, ClCCl, N, c1ccc2ncccc2c1. Product: CC(=O)c1ccc2c(c1)Cc1cc(C#N)ccc1-2. RXN SMILES: [C-:18]#[N:19].[C:1]([CH3:2])(=[O:3])[c:4]1[cH:5][c:6]2[c:14]([cH:15][cH:16]1)-[c:13]1[c:8]([cH:9][c:10]([Br:17])[cH:11][cH:12]1)[CH2:7]2.[Cl:21][CH2:22][Cl:23].[NH3:20].[cH:24]1[cH:25][c:26]2[c:27]([n:28][cH:29][cH:30][cH:31]2)[cH:32][cH:33]1>>[C:1]([CH3:2])(=[O:3])[c:4]1[cH:5][c:6]2[c:14]([cH:15][cH:16]1)-[c:13]1[c:8]([cH:9][c:10]([C:18]#[N:19])[cH:11][cH:12]1)[CH2:7]2. The reactants are CCOC(=O)C=Cc1ccc(S(=O)(=O)NC(=O)C(c2ccc3c(c2)OCO3)c2cn(C)c3cc(C(N)=O)ccc23)cc1, CCO, [H][H]. The product is CCOC(=O)CCc1ccc(S(=O)(=O)NC(=O)C(c2ccc3c(c2)OCO3)c2cn(C)c3cc(C(N)=O)ccc23)cc1. As a reaction SMILES: [C:1]([NH2:2])(=[O:3])[c:4]1[cH:5][cH:6][c:7]2[c:8]([CH:14]([C:15](=[O:16])[NH:17][S:18](=[O:19])(=[O:20])[c:21]3[cH:22][cH:23][c:24]([CH:27]=[CH:28][C:29](=[O:30])[O:31][CH2:32][CH3:33])[cH:25][cH:26]3)[c:34]3[cH:35][c:36]4[c:37]([cH:41][cH:42]3)[O:38][CH2:39][O:40]4)[cH:9][n:10]([CH3:13])[c:11]2[cH:12]1.[CH3:45][CH2:46][OH:47].[H:43][H:44]>>[C:1]([NH2:2])(=[O:3])[c:4]1[cH:5][cH:6][c:7]2[c:8]([CH:14]([C:15](=[O:16])[NH:17][S:18](=[O:19])(=[O:20])[c:21]3[cH:22][cH:23][c:24]([CH2:27][CH2:28][C:29](=[O:30])[O:31][CH2:32][CH3:33])[cH:25][cH:26]3)[c:34]3[cH:35][c:36]4[c:37]([cH:41][cH:42]3)[O:38][CH2:39][O:40]4)[cH:9][n:10]([CH3:13])[c:11]2[cH:12]1. Starting materials: ClC=1C=NC=C(C1SC1=C(C=C(S1)C(=O)Cl)[N+](=O)[O-])Cl (5-[(3,5-dichloro-4-pyridyl)sulfanyl]-4-nitro-thiophene-2-carbonyl chloride), CC(CCN)C (3-methylbutylamine). The product is ClC=1C=NC=C(C1SC1=C(C=C(S1)C(=O)NCCC(C)C)[N+](=O)[O-])Cl (5-((3,5-dichloropyridin-4-yl)thio)-N-isopentyl-4-nitrothiophene-2-carboxamide), solid. Isolated yield 23.0%. Reaction SMILES: [Cl:1][C:2]1[CH:3]=[N:4][CH:5]=[C:6]([Cl:20])[C:7]=1[S:8][C:9]1[S:13][C:12]([C:14](Cl)=[O:15])=[CH:11][C:10]=1[N+:17]([O-:19])=[O:18].[CH3:21][CH:22]([CH3:26])[CH2:23][CH2:24][NH2:25]>>[Cl:1][C:2]1[CH:3]=[N:4][CH:5]=[C:6]([Cl:20])[C:7]=1[S:8][C:9]1[S:13][C:12]([C:14]([NH:25][CH2:24][CH2:23][CH:22]([CH3:26])[CH3:21])=[O:15])=[CH:11][C:10]=1[N+:17]([O-:19])=[O:18]. Procedure details: Prepared according to the procedure described for example 50 from 5-[(3,5-dichloro-4-pyridyl)sulfanyl]-4-nitro-thiophene-2-carbonyl chloride (150 mg, 0.41 mmol) and 3-methylbutylamine (43 mg, 0.49 mmol). The title compound was obtained as a solid (40 mg, 23% yield). 1H NMR (400 MHz, d6-DMSO) δ: 8.98 (2H, s), 8.76 (1H, m), 8.42 (1H, s), 3.21 (2H, t), 1.58 (1H, m), 1.37 (2H, m), 0.93 (6H, m). MS m/z: 418.06, 420.08 [M+H]+.